From a dataset of the Open Reaction Database (ORD), a public repository of structured organic reaction records. describe an organic reaction: reactants, conditions, products, and yield Starting materials: OC(C)(C)C=1OC=C(N1)C(=O)O (2-(2-hydroxypropan-2-yl)oxazole-4-carboxylic acid), N[C@H](CN1N=C(C=C1)C1=CC(=C(C#N)C(=C1)F)Cl)C ((S)-4-(1-(2-aminopropyl)-1H-pyrazol-3-yl)-2-chloro-6-fluorobenzonitrile). Product: ClC=1C=C(C=C(C1C#N)F)C1=NN(C=C1)C[C@H](C)NC(=O)C=1N=C(OC1)C(C)(C)O ((S)—N-(1-(3-(3-chloro-4-cyano-5-fluorophenyl)-1H-pyrazol-1-yl)propan-2-yl)-2-(2-hydroxypropan-2-yl)oxazole-4-carboxamide). The yield is 79.0%. As a reaction SMILES: [OH:1][C:2]([C:5]1[O:6][CH:7]=[C:8]([C:10]([OH:12])=O)[N:9]=1)([CH3:4])[CH3:3].[NH2:13][C@@H:14]([CH3:31])[CH2:15][N:16]1[CH:20]=[CH:19][C:18]([C:21]2[CH:28]=[C:27]([F:29])[C:24]([C:25]#[N:26])=[C:23]([Cl:30])[CH:22]=2)=[N:17]1>>[Cl:30][C:23]1[CH:22]=[C:21]([C:18]2[CH:19]=[CH:20][N:16]([CH2:15][C@@H:14]([NH:13][C:10]([C:8]3[N:9]=[C:5]([C:2]([OH:1])([CH3:3])[CH3:4])[O:6][CH:7]=3)=[O:12])[CH3:31])[N:17]=2)[CH:28]=[C:27]([F:29])[C:24]=1[C:25]#[N:26]. Reported procedure: The title compound was prepared using the method of Example 34(d) starting from 2-(2-hydroxypropan-2-yl)oxazole-4-carboxylic acid (184 mg, 1.076 mmol) and (S)-4-(1-(2-aminopropyl)-1H-pyrazol-3-yl)-2-chloro-6-fluorobenzonitrile (250 mg, 0.897 mmol). The product was purified by flash chromatography. Yield 79%. 1H-NMR (400 MHz; DMSO-d6): δ 1.13 (d, 3H), 1.52 (s, 6H), 4.31 (dd, 1H), 4.41 (dd, 1H), 4.44-4.52 (m, 1H), 5.64 (s, 1H), 7.02 (d, 1H), 7.84-7.88 (m, 2H), 7.97-7.98 (m, 1H), 8.10 (d, 1H), 8.48...